Dataset: the Open Reaction Database (ORD), a public repository of structured organic reaction records. Task: describe an organic reaction: reactants, conditions, products, and yield Reactants: C([O-])([O-])=O.[K+].[K+] (potassium carbonate), C(C)N1C(=NC(=CC1=O)C(F)(F)F)S (3-ethyl-2-mercapto-6-trifluoromethyl-4(3H)-pyrimidinone), CI (methyl iodide). Solvent: CN(C)C=O (DMF). Yields the product C(C)N1C(=NC(=CC1=O)C(F)(F)F)SC (3-ethyl-2-methylthio-6-trifluoromethyl-4(3H)-pyrimidinone). Yield: 94.2%. As a reaction SMILES: [C:1](=O)([O-])[O-].[K+].[K+].[CH2:7]([N:9]1[C:14](=[O:15])[CH:13]=[C:12]([C:16]([F:19])([F:18])[F:17])[N:11]=[C:10]1[SH:20])[CH3:8].CI>CN(C=O)C>[CH2:7]([N:9]1[C:14](=[O:15])[CH:13]=[C:12]([C:16]([F:17])([F:18])[F:19])[N:11]=[C:10]1[S:20][CH3:1])[CH3:8] |f:0.1.2|. Reported procedure: Next, potassium carbonate (8.15 g, 59.0 mmol) was added to DMF (100 ml) solution of 3-ethyl-2-mercapto-6-trifluoromethyl-4(3H)-pyrimidinone (11.0 g, 49.0 mmol), methyl iodide (3.68 ml, 59.0 mmol) was added with stirring under ice-cooling, followed by stirring for 4 hours while gradually returning to room temperature. After completion of the reaction, the reaction solution was concentrated under a reduced pressure, water (100 ml) and ethyl acetate (100 ml) were added to the thus obtained residue ...